describe an organic reaction: reactants, conditions, products, and yield From a dataset of the Open Reaction Database (ORD), a public repository of structured organic reaction records. Conditions: time 2 hour. Procedure: 35.7 g (0.26 mole) p-aminobenzoic acid, together with 23.7 g (0.30 mole) pyridine, are dissolved in 420 mL dioxan and mixed dropwise at 15° C. with 51.7 g (0.28 mole) benzyloxyacetic acid chloride (Heterocyclic Chem., 15, 601, 1978). After stirring for 2 hours at ambient temperature, the reaction mixture is mixed with 300 mL water. The precipitate obtained is filtered off with suction, washed with water, and dried. The product is used for the next step without further purification. Yield 63 g (9... Product: C(C1=CC=CC=C1)OC1=CC(=C(C(=O)O)C=C1)NC(=O)C (4-Benzyloxyacetaminobenzoic acid). Solvent: O1CCOCC1 (dioxan). Reactants: O (water), NC1=CC=C(C(=O)O)C=C1 (p-aminobenzoic acid), N1=CC=CC=C1 (pyridine), C(C1=CC=CC=C1)OCC(=O)Cl (benzyloxyacetic acid chloride). Reaction SMILES: N[C:2]1[CH:10]=[CH:9][C:5]([C:6]([OH:8])=[O:7])=[CH:4][CH:3]=1.[N:11]1C=CC=[CH:13][CH:12]=1.[CH2:17]([O:24]CC(Cl)=O)[C:18]1[CH:23]=[CH:22][CH:21]=[CH:20][CH:19]=1.[OH2:29]>O1CCOCC1>[CH2:17]([O:24][C:2]1[CH:10]=[CH:9][C:5]([C:6]([OH:8])=[O:7])=[C:4]([NH:11][C:12]([CH3:13])=[O:29])[CH:3]=1)[C:18]1[CH:19]=[CH:20][CH:21]=[CH:22][CH:23]=1. Reactants: FC(C1=C(C=C(C=C1)C(F)(F)F)NC(=O)[C@@H]1[C@]2(C)[C@@H](CC1)[C@@H]1CC=C3OC(CC[C@]3(C)[C@H]1CC2)=O)(F)F (N-(2',5'-bistrifluoromethylphenyl)-4-oxa-androst-5-en-3-one-17β-carboxamide). The reagents and catalysts are [Rh] (Rh/C). Run in C1CCOC1 (THF). Reaction conditions: time 8 hour. Product: FC(C1=C(C=C(C=C1)C(F)(F)F)NC(=O)[C@@H]1[C@]2(C)[C@@H](CC1)[C@@H]1CCC3OC(CC[C@]3(C)[C@H]1CC2)=O)(F)F (N-(2',5'-Bistrifluoromethylphenyl)-4-oxa-androstan-3-one-17β-carboxamide). Reaction SMILES: [F:1][C:2]([F:37])([F:36])[C:3]1[CH:8]=[CH:7][C:6]([C:9]([F:12])([F:11])[F:10])=[CH:5][C:4]=1[NH:13][C:14]([C@H:16]1[CH2:21][CH2:20][C@H:19]2[C@H:22]3[C@H:32]([CH2:33][CH2:34][C@:17]12[CH3:18])[C@:30]1([CH3:31])[C:25]([O:26][C:27](=[O:35])[CH2:28][CH2:29]1)=[CH:24][CH2:23]3)=[O:15]>C1COCC1.[Rh]>[F:37][C:2]([F:1])([F:36])[C:3]1[CH:8]=[CH:7][C:6]([C:9]([F:12])([F:10])[F:11])=[CH:5][C:4]=1[NH:13][C:14]([C@H:16]1[CH2:21][CH2:20][C@H:19]2[C@H:22]3[C@H:32]([CH2:33][CH2:34][C@:17]12[CH3:18])[C@:30]1([CH3:31])[CH:25]([O:26][C:27](=[O:35])[CH2:28][CH2:29]1)[CH2:24][CH2:23]3)=[O:15]. Reported procedure: To a solution of N-(2',5'-bistrifluoromethylphenyl)-4-oxa-androst-5-en-3-one-17β-carboxamide (230 mg, 0.433 mml, prepared according to the procedures of Example 7) in THF (5 mL) was added 5% Rh/C (200 mg). After stirring the reaction mixture for overnight under hydrogen atmosphere, the reaction mixture was flushed with nitrogen, filtered, concentrated and purified by preparative tlc (50% EtOAc/hexane) to give pure product. Mass spec. M+ 532 (m+1, observed). Reactants: Cc1ccc(CO)c(OCc2ccccc2)c1, [Na+], [OH-], BrP(Br)Br, c1ccccc1. The product is Cc1ccc(CBr)c(OCc2ccccc2)c1. As a reaction SMILES: [CH3:1][c:2]1[cH:3][c:4]([O:10][CH2:11][c:12]2[cH:13][cH:14][cH:15][cH:16][cH:17]2)[c:5]([CH2:8][OH:9])[cH:6][cH:7]1.[Na+:23].[OH-:22].[P:18]([Br:19])([Br:20])[Br:21].[cH:24]1[cH:25][cH:26][cH:27][cH:28][cH:29]1>>[CH3:1][c:2]1[cH:3][c:4]([O:10][CH2:11][c:12]2[cH:13][cH:14][cH:15][cH:16][cH:17]2)[c:5]([CH2:8][Br:19])[cH:6][cH:7]1. Yield: 93.7%. Reactants: [OH-].[Na+] (sodium hydroxide), Cl.Cl.COC=1C=C(C=CC1OC)CCN1CCN(CC1)CCCC1=CC=CC=C1 (1-[2-(3,4-dimethoxyphenyl)ethyl]-4-(3-phenylpropyl)piperazine dihydrochloride), C(C)(=O)OCC (ethyl acetate). As a reaction SMILES: Cl.Cl.[CH3:3][O:4][C:5]1[CH:6]=[C:7]([CH2:13][CH2:14][N:15]2[CH2:20][CH2:19][N:18]([CH2:21][CH2:22][CH2:23][C:24]3[CH:29]=[CH:28][CH:27]=[CH:26][CH:25]=3)[CH2:17][CH2:16]2)[CH:8]=[CH:9][C:10]=1[O:11][CH3:12].[OH-].[Na+].C(OCC)(=O)C>C1COCC1.[Cl-].[Na+].O>[CH3:3][O:4][C:5]1[CH:6]=[C:7]([CH2:13][CH2:14][N:15]2[CH2:16][CH2:17][N:18]([CH2:21][CH2:22][CH2:23][C:24]3[CH:25]=[CH:26][CH:27]=[CH:28][CH:29]=3)[CH2:19][CH2:20]2)[CH:8]=[CH:9][C:10]=1[O:11][CH3:12] |f:0.1.2,3.4,7.8.9|. Solvent: C1CCOC1 (THF), [Cl-].[Na+].O (brine). Procedure: To a suspension of 1-[2-(3,4-dimethoxyphenyl)ethyl]-4-(3-phenylpropyl)piperazine dihydrochloride (1.06 g, 2.40 mmol) in THF (5 mL) is added a solution of sodium hydroxide (1N, 6 mL). To the resulting solution is added ethyl acetate and brine. The organic layer is separated, filtered through silica gel, dried over anhydrous sodium sulfate, concentrated, and dried to give 0.829 g of 1-[2-(3,4-dimethoxyphenyl)ethyl]-4-(3-phenylpropyl)piperazine as a light brown solid. Product: COC=1C=C(C=CC1OC)CCN1CCN(CC1)CCCC1=CC=CC=C1 (1-[2-(3,4-dimethoxyphenyl)ethyl]-4-(3-phenylpropyl)piperazine). Reactants: CO, CCO, N, N#CCc1c2ccccc2n2c1[nH]c(=O)c1ccccc12, CN(C)C=O. Reaction SMILES: [CH3:22][OH:23].[CH3:30][CH2:31][OH:32].[NH3:24].[O:1]=[c:2]1[nH:3][c:4]2[n:5]([c:6]3[cH:7][cH:8][cH:9][cH:10][c:11]13)[c:12]1[cH:13][cH:14][cH:15][cH:16][c:17]1[c:18]2[CH2:19][C:20]#[N:21].[O:25]=[CH:26][N:27]([CH3:28])[CH3:29]>>[O:1]=[c:2]1[nH:3][c:4]2[n:5]([c:6]3[cH:7][cH:8][cH:9][cH:10][c:11]13)[c:12]1[cH:13][cH:14][cH:15][cH:16][c:17]1[c:18]2[CH2:19][CH2:20][NH2:21]. The product is NCCc1c2ccccc2n2c1[nH]c(=O)c1ccccc12. Reactants: ClC1=NC(=C(C(=N1)Cl)C#N)Cl (2,4,6-trichloro-5-cyano-pyrimidine), C(C)N(C(C)C)C(C)C (N-ethyl-diisopropylamine), C(O)CN (ethanolamine). The solvent is O1CCOCC1 (dioxane). Conditions: time 18 hour. Yields the product ClC1=NC(=C(C(=N1)Cl)C#N)NCCO (2,4-dichloro-6-(2-hydroxy-ethylamino)-pyrimidine-5-carbonitrile). Yield: 25.0%. Reaction SMILES: [Cl:1][C:2]1[N:7]=[C:6](Cl)[C:5]([C:9]#[N:10])=[C:4]([Cl:11])[N:3]=1.C(N(C(C)C)C(C)C)C.[CH2:21]([CH2:23][NH2:24])[OH:22]>O1CCOCC1>[Cl:1][C:2]1[N:3]=[C:4]([Cl:11])[C:5]([C:9]#[N:10])=[C:6]([NH:24][CH2:23][CH2:21][OH:22])[N:7]=1. Procedure: A solution of 3.0 g (14.4 mmol) of 2,4,6-trichloro-5-cyano-pyrimidine (example 38a) and 2.51 ml (14.4 mmol) of N-ethyl-diisopropylamine in 90 ml of dioxane was treated at room temperature with 0.88 ml (14.4 mmol) of ethanolamine and stirred during 18 hours. For the working-up, the yellow solution was evaporated and the residue dissolved in 300 ml dichloromethane. The organic phase was washed twice with 50 ml of water, and the two aqueous phases were re-extracted with 50 ml of dichloromethane. Th... The reactants are Cl.NNC(=O)N (semicarbazide hydrochloride), C(C1=CC=CC=C1)(=O)CC(=O)OCC (Ethyl benzoylacetate), N1=CC=CC=C1 (pyridine). Solvent: O (water), CO (methanol). Reaction conditions: temperature -20 celsius. Product: NNC(=O)N.C(C1=CC=CC=C1)(=O)CC(=O)OCC (Ethyl benzoylacetate semicarbazide). Reaction SMILES: [C:1]([CH2:9][C:10]([O:12][CH2:13][CH3:14])=[O:11])(=[O:8])[C:2]1[CH:7]=[CH:6][CH:5]=[CH:4][CH:3]=1.Cl.[NH2:16][NH:17][C:18]([NH2:20])=[O:19].N1C=CC=CC=1>CO.O>[NH2:16][NH:17][C:18]([NH2:20])=[O:19].[C:1]([CH2:9][C:10]([O:12][CH2:13][CH3:14])=[O:11])(=[O:8])[C:2]1[CH:7]=[CH:6][CH:5]=[CH:4][CH:3]=1 |f:1.2,6.7|. Reported procedure: Ethyl benzoylacetate (5.0 g) is dissolved in methanol (10 mL) and added rapidly to a hot solution of semicarbazide hydrochloride (29 g) in water (130 mL). To this is added pyridine (4.1 g) and after heating to reflux for 5 minutes, the reaction mixture is cooled to −20° C. overnight. The resulting solid semicarbazone is collected by filtration, washed with water and then diethyl ether to give the desired product as white crystals. Starting materials: C1=CC=CC=C1 (benzene), O (water), C1(=CC=CC=C1)[C@H]([C@H](O)C1=CC=CC=C1)O ((1R,2R)-1,2-diphenyl-1,2-ethanediol), C1(C=CCCC1)=O (2-cyclohexen-1-one), C1=CC=CC=C1 (benzene). Reagents/catalysts: CC1=CC=C(C=C1)S(=O)(=O)[O-].C1=CC=[NH+]C=C1 (PPTS). The solvent is CCOCC (ether), CCCCCC (hexane). Conditions: temperature 115 celsius, time 1 hour. The product is C1(=CC=CC=C1)[C@H]1OC2(O[C@@H]1C1=CC=CC=C1)C=CCCC2 ((2R,3R)-2,3-diphenyl-1,4-dioxaspiro[4.5]dec-6-ene). Isolated yield 82.8%. Reaction SMILES: [C:1]1([C@@H:7]([OH:16])[C@@H:8]([C:10]2[CH:15]=[CH:14][CH:13]=[CH:12][CH:11]=2)[OH:9])[CH:6]=[CH:5][CH:4]=[CH:3][CH:2]=1.[C:17]1(=O)[CH2:22][CH2:21][CH2:20][CH:19]=[CH:18]1.C1C=CC=CC=1.O>CCOCC.CC1C=CC(S([O-])(=O)=O)=CC=1.C1C=C[NH+]=CC=1.CCCCCC>[C:1]1([C@@H:7]2[C@@H:8]([C:10]3[CH:15]=[CH:14][CH:13]=[CH:12][CH:11]=3)[O:9][C:22]3([CH2:21][CH2:20][CH2:19][CH:18]=[CH:17]3)[O:16]2)[CH:2]=[CH:3][CH:4]=[CH:5][CH:6]=1 |f:5.6|. Procedure details: To a 2 L flask was added (1R,2R)-1,2-diphenyl-1,2-ethanediol (200 g, 924 mmol), 2-cyclohexen-1-one (101 g, 1017 mmol), benzene (1232 mL) and PPTS (11.61 g, 46.2 mmol). The flask was fitted with a condenser and a dean-stark trap filled with benzene. The reaction was heated to 115° C. for 18 h (meanwhile trap contained 16.8 mL water indicating reaction completion). The reaction was cooled to RT and diluted with ether. The mixture was washed with saturated aq NaHCO3. The organic layer was dried ove...